This data is from the Open Reaction Database (ORD), a public repository of structured organic reaction records. The task is: describe an organic reaction: reactants, conditions, products, and yield The reactants are CCN(C(C)C)C(C)C, CC1(C)CCCNC1, O=C(Cl)Cl, ClCCl, O=C(OCc1ccccc1)C1CNCCO1. Yields the product CC1(C)CCCN(C(=O)N2CCOC(C(=O)OCc3ccccc3)C2)C1. RXN SMILES: [CH2:21]([N:22]([CH:23]([CH3:24])[CH3:25])[CH:26]([CH3:27])[CH3:28])[CH3:29].[CH3:30][C:31]1([CH3:37])[CH2:32][NH:33][CH2:34][CH2:35][CH2:36]1.[Cl:1][C:2]([Cl:3])=[O:4].[Cl:38][CH2:39][Cl:40].[O:5]1[CH:6]([C:11](=[O:12])[O:13][CH2:14][c:15]2[cH:16][cH:17][cH:18][cH:19][cH:20]2)[CH2:7][NH:8][CH2:9][CH2:10]1>>[C:2](=[O:4])([N:8]1[CH2:7][CH:6]([C:11](=[O:12])[O:13][CH2:14][c:15]2[cH:16][cH:17][cH:18][cH:19][cH:20]2)[O:5][CH2:10][CH2:9]1)[N:33]1[CH2:32][C:31]([CH3:30])([CH3:37])[CH2:36][CH2:35][CH2:34]1. The reactants are C(CCC)C1=NOC(=C1COC1=NC=C(C(=O)O)C=C1)C (6-(3-butyl-5-methyl-isoxazol-4-ylmethoxy)-nicotinic acid), CC(C(F)(F)F)N (L-2,2,2-trifluoro-1-(methyl)ethylamine). The product is C(CCC)C1=NOC(=C1COC1=NC=C(C(=O)N[C@H](C(F)(F)F)C)C=C1)C (6-((3-Butyl-5-methyl-isoxazol-4-yl)methoxy)-N—((S)-2,2,2-trifluoro-1-methyl-ethyl)-nicotinamide). Yield: 61.0%. Reaction SMILES: [CH2:1]([C:5]1[C:9]([CH2:10][O:11][C:12]2[CH:20]=[CH:19][C:15]([C:16]([OH:18])=O)=[CH:14][N:13]=2)=[C:8]([CH3:21])[O:7][N:6]=1)[CH2:2][CH2:3][CH3:4].[CH3:22][CH:23]([NH2:28])[C:24]([F:27])([F:26])[F:25]>>[CH2:1]([C:5]1[C:9]([CH2:10][O:11][C:12]2[CH:20]=[CH:19][C:15]([C:16]([NH:28][C@@H:23]([CH3:22])[C:24]([F:27])([F:26])[F:25])=[O:18])=[CH:14][N:13]=2)=[C:8]([CH3:21])[O:7][N:6]=1)[CH2:2][CH2:3][CH3:4]. Procedure: As described for example 19b, 6-(3-butyl-5-methyl-isoxazol-4-ylmethoxy)-nicotinic acid (100 mg, 0.34 mmol) was converted, using L-2,2,2-trifluoro-1-(methyl)ethylamine (ABCR AB146651) instead of L-2,2,2-trifluoro-1-(methyl)ethylamine (ABCR F07820EFA), to the title compound (81 mg, 61%) which was obtained as a light yellow oil after purification by chromatography (silica, heptane:ethyl acetate=1:0 to 2:1). MS: m/e=384.3 [M−H]−. The reactants are mercuric chloride, Cl (hydrochloric acid), zinc amalgam, O1C(CC(=S)C2=CC=CC=C12)C1=CC=CC=C1 (Thioflavanone). The reagents and catalysts are [Zn] (zinc). Run in C(C)(=O)O (acetic acid). Reaction conditions: time 3 hour. Yields the product S1C(CCC2=CC=CC=C12)C1=CC=CC=C1 (thioflavan). Yield: 27.1%. As a reaction SMILES: O1[C:11]2[C:6](=[CH:7][CH:8]=[CH:9][CH:10]=2)[C:4](=[S:5])[CH2:3][CH:2]1[C:12]1[CH:17]=[CH:16][CH:15]=[CH:14][CH:13]=1.Cl>C(O)(=O)C.[Zn]>[S:5]1[C:17]2[C:12](=[CH:13][CH:14]=[CH:15][CH:16]=2)[CH2:2][CH2:3][CH:4]1[C:6]1[CH:11]=[CH:10][CH:9]=[CH:8][CH:7]=1. Procedure details: Thioflavanone (10.0 g) was dissolved in acetic acid (300 ml) and concentrated hydrochloric acid (30 ml) and added to zinc amalgam prepared from zinc powder (100 g.) and mercuric chloride (8.0 g.) The reaction mixture was stirred at room temperature for 3 hr., then allowed to stand overnight. The reaction mixture was filtered and the filtrate diluted with water and extracted with toluene. The toluene extract was washed with water, dried and evaporated. Trituration of the residue with ethanol gave... The reactants are C1(=CC=CC=C1)CCCNC1=CC2=C(NC(O2)=O)C=C1 (6-(3-Phenylpropylamino)-2-benzoxazolone), Cl (hydrogen chloride). The solvent is CO (methanol). The product is Cl.C1(=CC=CC=C1)CCCNC1=CC2=C(NC(O2)=O)C=C1 (6-(3-Phenylpropyl)amino-2-benzoxazolone Hydrochloride). Reaction SMILES: [C:1]1([CH2:7][CH2:8][CH2:9][NH:10][C:11]2[CH:20]=[CH:19][C:14]3[NH:15][C:16](=[O:18])[O:17][C:13]=3[CH:12]=2)[CH:6]=[CH:5][CH:4]=[CH:3][CH:2]=1.[ClH:21]>CO>[ClH:21].[C:1]1([CH2:7][CH2:8][CH2:9][NH:10][C:11]2[CH:20]=[CH:19][C:14]3[NH:15][C:16](=[O:18])[O:17][C:13]=3[CH:12]=2)[CH:2]=[CH:3][CH:4]=[CH:5][CH:6]=1 |f:3.4|. Procedure: A methanol solution (40 ml) containing 3.06 g of 6-(3-Phenylpropylamino)-2-benzoxazolone was combined with an ethereal solution saturated with gaseous hydrogen chloride (40 ml) at ice-bath temperature. The resulting solid was collected by filtration, washed with ether and dried to give the title compound (3.470 g). The reactants are O=C([O-])[O-], CCCCCC(=O)CCC1CCC(CCCCCCCC(=O)OC)O1, CO, [K+], [K+]. Product: CCCCCC(=O)CCC1CCC(CCCCCCCC(=O)O)O1. RXN SMILES: [C:26](=[O:27])([O-:28])[O-:29].[CH3:1][O:2][C:3]([CH2:4][CH2:5][CH2:6][CH2:7][CH2:8][CH2:9][CH2:10][CH:11]1[O:12][CH:13]([CH2:16][CH2:17][C:18]([CH2:19][CH2:20][CH2:21][CH2:22][CH3:23])=[O:24])[CH2:14][CH2:15]1)=[O:25].[CH3:32][OH:33].[K+:30].[K+:31]>>[O:2]=[C:3]([CH2:4][CH2:5][CH2:6][CH2:7][CH2:8][CH2:9][CH2:10][CH:11]1[O:12][CH:13]([CH2:16][CH2:17][C:18]([CH2:19][CH2:20][CH2:21][CH2:22][CH3:23])=[O:24])[CH2:14][CH2:15]1)[OH:25].